This data is from the Open Reaction Database (ORD), a public repository of structured organic reaction records. The task is: describe an organic reaction: reactants, conditions, products, and yield The reactants are CSc1c(O)ccc2[nH]ncc12, CC(C)OC(=O)N=NC(=O)OC(C)C, C1CCOC1, CC(C)(C)OC(=O)N1CCCC(O)CC1, c1ccc(P(c2ccccc2)c2ccccc2)cc1. Yields the product CSc1c(OC2CCCN(C(=O)OC(C)(C)C)CC2)ccc2[nH]ncc12. RXN SMILES: [CH3:16][S:17][c:18]1[c:19]2[cH:20][n:21][nH:22][c:23]2[cH:24][cH:25][c:26]1[OH:27].[O:47]=[C:48]([O:49][CH:50]([CH3:51])[CH3:52])[N:53]=[N:54][C:55]([O:56][CH:57]([CH3:58])[CH3:59])=[O:60].[O:61]1[CH2:62][CH2:63][CH2:64][CH2:65]1.[OH:1][CH:2]1[CH2:3][CH2:4][N:5]([C:9](=[O:10])[O:11][C:12]([CH3:13])([CH3:14])[CH3:15])[CH2:6][CH2:7][CH2:8]1.[c:28]1([P:29]([c:30]2[cH:31][cH:32][cH:33][cH:34][cH:35]2)[c:36]2[cH:37][cH:38][cH:39][cH:40][cH:41]2)[cH:42][cH:43][cH:44][cH:45][cH:46]1>>[O:1]([CH:2]1[CH2:3][CH2:4][N:5]([C:9](=[O:10])[O:11][C:12]([CH3:13])([CH3:14])[CH3:15])[CH2:6][CH2:7][CH2:8]1)[c:26]1[c:18]([S:17][CH3:16])[c:19]2[cH:20][n:21][nH:22][c:23]2[cH:24][cH:25]1. The reactants are CC(C)(C)c1cc(C#C[Si](C)(C)C)cc(C(C)(C)C)c1O, O=C([O-])[O-], CI, CC(C)=O, [K+], [K+]. Yields the product COc1c(C(C)(C)C)cc(C#C[Si](C)(C)C)cc1C(C)(C)C. As a reaction SMILES: [C:1]([CH3:2])([CH3:3])([CH3:4])[c:5]1[c:6]([OH:21])[c:7]([C:17]([CH3:18])([CH3:19])[CH3:20])[cH:8][c:9]([C:11]#[C:12][Si:13]([CH3:14])([CH3:15])[CH3:16])[cH:10]1.[C:22](=[O:23])([O-:24])[O-:25].[CH3:28][I:29].[CH3:30][C:31](=[O:32])[CH3:33].[K+:26].[K+:27]>>[C:1]([CH3:2])([CH3:3])([CH3:4])[c:5]1[c:6]([O:21][CH3:22])[c:7]([C:17]([CH3:18])([CH3:19])[CH3:20])[cH:8][c:9]([C:11]#[C:12][Si:13]([CH3:14])([CH3:15])[CH3:16])[cH:10]1.